This data is from the Open Reaction Database (ORD), a public repository of structured organic reaction records. The task is: describe an organic reaction: reactants, conditions, products, and yield Starting materials: CO, ClCCl, [Na+], [OH-], O, CC(CO)C1CCC2C3CCC4=CC(=O)CCC4(C)C3CCC12C, OO. The product is CC(CO)C1CCC2C3CCC45OC4C(=O)CCC5(C)C3CCC12C. As a reaction SMILES: [CH3:29][OH:30].[Cl:31][CH2:32][Cl:33].[Na+:28].[OH-:27].[OH2:34].[OH:1][CH2:2][CH:3]([CH:4]1[CH2:5][CH2:6][CH:7]2[CH:8]3[CH2:9][CH2:10][C:11]4=[CH:12][C:13](=[O:23])[CH2:14][CH2:15][C:16]4([CH3:17])[CH:18]3[CH2:19][CH2:20][C:21]12[CH3:22])[CH3:24].[OH:25][OH:26]>>[OH:1][CH2:2][CH:3]([CH:4]1[CH2:5][CH2:6][CH:7]2[CH:8]3[CH2:9][CH2:10][C:11]45[CH:12]([C:13](=[O:23])[CH2:14][CH2:15][C:16]4([CH3:17])[CH:18]3[CH2:19][CH2:20][C:21]12[CH3:22])[O:25]5)[CH3:24]. Starting materials: COC=1C=C2C[C@@H](C2=CC1OC)CNC(CCN1CCC2=C(CC1=O)C=C(C(=C2)OC)OC)=N (N-{[(7S)-3,4-dimethoxybicyclo[4.2.0]octa-1,3,5-trien-7-yl]methyl}-3-(7,8-dimethoxy-2-oxo-1,2,4,5-tetrahydro-3H-3-benzazepin-3-yl)propanimidamide), [OH-].[Na+] (sodium hydroxide), ClCCl (dichloromethane), [BH4-].[BH4-].[BH4-].[BH4-].[Na+].[Na+].[Na+].[Na+] (sodium tetraborohydride). Reported procedure: 1 g of the product obtained in Step 1 (containing 47% amidine) is dissolved in 15 mL of methanol; the resulting solution is then cooled to 0° C. and 100 mg (2.61 mmol, 1.2 equivalents) of sodium tetraborohydride are added. Stirring is carried out overnight at ambient temperature, and then 5.3 mL of 20% aqueous sodium hydroxide solution and 20 mL of dichloromethane are added. Vigorous stirring is carried out for 15 minutes. The organic phase is then extracted, washed with water, dried over MgSO4,... Yield: 102.9%. The product is COC=1C=C2C[C@@H](C2=CC1OC)CNCCCN1CCC2=C(CC1=O)C=C(C(=C2)OC)OC (3-[3-({[(7S)-3,4-Dimethoxybicyclo[4.2.0]octa-1,3,5-trien-7-yl]methyl}amino)propyl]-7,8-dimethoxy-1,3,4,5-tetrahydro-2H-3-benzazepin-2-one). RXN SMILES: [CH3:1][O:2][C:3]1[CH:4]=[C:5]2[C:8](=[CH:9][C:10]=1[O:11][CH3:12])[C@@H:7]([CH2:13][NH:14][C:15](=N)[CH2:16][CH2:17][N:18]1[C:24](=[O:25])[CH2:23][C:22]3[CH:26]=[C:27]([O:32][CH3:33])[C:28]([O:30][CH3:31])=[CH:29][C:21]=3[CH2:20][CH2:19]1)[CH2:6]2.[BH4-].[BH4-].[BH4-].[BH4-].[Na+].[Na+].[Na+].[Na+].[OH-].[Na+].ClCCl>CO>[CH3:1][O:2][C:3]1[CH:4]=[C:5]2[C:8](=[CH:9][C:10]=1[O:11][CH3:12])[C@@H:7]([CH2:13][NH:14][CH2:15][CH2:16][CH2:17][N:18]1[C:24](=[O:25])[CH2:23][C:22]3[CH:26]=[C:27]([O:32][CH3:33])[C:28]([O:30][CH3:31])=[CH:29][C:21]=3[CH2:20][CH2:19]1)[CH2:6]2 |f:1.2.3.4.5.6.7.8,9.10|. Run at temperature 0 celsius, time 8 hour. The solvent is CO (methanol). Starting materials: C1CCOC1, Cc1cccc(C2C=C(Nc3ccc(OC(F)(F)F)cc3)C(=O)N2c2ccc(OC(F)(F)F)cc2)c1, CC(=O)O, COC1CCC(OC)O1, O=C(O)C(F)(F)F, O. Yields the product Cc1cccc(C2C=C(O)C(=O)N2c2ccc(OC(F)(F)F)cc2)c1. As a reaction SMILES: [CH2:58]1[O:59][CH2:60][CH2:61][CH2:62]1.[CH3:1][c:2]1[cH:3][c:4]([CH:8]2[CH:9]=[C:10]([NH:25][c:26]3[cH:27][cH:28][c:29]([O:30][C:31]([F:32])([F:33])[F:34])[cH:35][cH:36]3)[C:11](=[O:24])[N:12]2[c:13]2[cH:14][cH:15][c:16]([O:19][C:20]([F:21])([F:22])[F:23])[cH:17][cH:18]2)[cH:5][cH:6][cH:7]1.[CH3:37][C:38]([OH:39])=[O:40].[CH3:41][O:42][CH:43]1[CH2:44][CH2:45][CH:46]([O:47][CH3:48])[O:49]1.[F:50][C:51]([F:52])([F:53])[C:54]([OH:55])=[O:56].[OH2:57]>>[CH3:1][c:2]1[cH:3][c:4]([CH:8]2[CH:9]=[C:10]([OH:39])[C:11](=[O:24])[N:12]2[c:13]2[cH:14][cH:15][c:16]([O:19][C:20]([F:21])([F:22])[F:23])[cH:17][cH:18]2)[cH:5][cH:6][cH:7]1. Reactants: NC1=NC(=C(C(=N1)N)C1=CC(=C(C=C1)Cl)[N+](=O)[O-])CC (2,4-Diamino-5-(4-chloro-3-nitro phenyl)-6-ethylpyrimidine), CN (methylamine), CN (methylamine). Yields the product NC1=NC(=C(C(=N1)N)C1=CC(=C(C=C1)NC)[N+](=O)[O-])CC (2,4-Diamino-5-(4-methylamino-3-nitrophenyl)-6-ethylpyrimidine). The yield is 92.0%. Reaction SMILES: [NH2:1][C:2]1[N:7]=[C:6]([NH2:8])[C:5]([C:9]2[CH:14]=[CH:13][C:12](Cl)=[C:11]([N+:16]([O-:18])=[O:17])[CH:10]=2)=[C:4]([CH2:19][CH3:20])[N:3]=1.[CH3:21][NH2:22]>>[NH2:1][C:2]1[N:7]=[C:6]([NH2:8])[C:5]([C:9]2[CH:14]=[CH:13][C:12]([NH:22][CH3:21])=[C:11]([N+:16]([O-:18])=[O:17])[CH:10]=2)=[C:4]([CH2:19][CH3:20])[N:3]=1. Procedure details: A suspension of 2,4-Diamino-5-(4-chloro-3-nitro phenyl)-6-ethylpyrimidine (nitropyrimethamine) (10 g) in aqueous methylamine solution (40%; 200 ml) was refluxed for 48 hours with the further addition of methylamine solution (100 ml) after 24 hours and 36 hours. An orange colour slowly developed and the consumption of starting material was monitored by t.l.c. After cooling and dilution with water, the crystalline product was collected and recrystallized from aqueous DMF to yield orange prisms of ... The reactants are N1N=C(C=C1)N (1H-pyrazol-3-amine), [OH-].[K+] (potassium hydroxide), ClC[C@@H]1OC(OC1)(C)C ((R)-(+)-4-chloromethyl-2,2-dimethyl-1,3-dioxolane), O (water). The solvent is CS(=O)C (DMSO), CS(=O)C (DMSO). Run at time 30 minute. Yields the product CC1(OC[C@@H](O1)CN1N=C(C=C1)N)C (1-{[(4S)-2,2-dimethyl-1,3-dioxolan-4-yl]methyl}-1H-pyrazol-3-amine). Reaction SMILES: [NH:1]1[CH:5]=[CH:4][C:3]([NH2:6])=[N:2]1.[OH-].[K+].Cl[CH2:10][C@H:11]1[CH2:15][O:14][C:13]([CH3:17])([CH3:16])[O:12]1.O>CS(C)=O>[CH3:16][C:13]1([CH3:17])[O:12][C@@H:11]([CH2:10][N:1]2[CH:5]=[CH:4][C:3]([NH2:6])=[N:2]2)[CH2:15][O:14]1 |f:1.2|. Procedure details: To a solution of 1H-pyrazol-3-amine in DMSO (15 mL) was added potassium hydroxide (3.18 g) at room temperature. After stirring at room temperature for 30 minutes, to the reaction mixture was added a solution of (R)-(+)-4-chloromethyl-2,2-dimethyl-1,3-dioxolane (3.0 g) in DMSO (10 mL), followed by stirring at room temperature for 3 days. To the reaction mixture was added water, followed by extraction with ethyl acetate. The organic layer was dried over anhydrous magnesium sulfate and concentrated... Starting materials: Cc1cc(C(O)(C(F)(F)F)C(F)(F)F)cc(C)c1N, CCOC(C)=O, O=C(Cl)c1cccc([N+](=O)[O-])c1, C1CCOC1, O, c1ccncc1. The product is Cc1cc(C(O)(C(F)(F)F)C(F)(F)F)cc(C)c1NC(=O)c1cccc([N+](=O)[O-])c1. RXN SMILES: [CH3:1][c:2]1[c:3]([NH2:4])[c:5]([CH3:19])[cH:6][c:7]([C:9]([C:10]([F:11])([F:12])[F:13])([C:14]([F:15])([F:16])[F:17])[OH:18])[cH:8]1.[CH3:44][CH2:45][O:46][C:47](=[O:48])[CH3:49].[N+:20](=[O:21])([O-:22])[c:23]1[cH:24][c:25]([C:26](=[O:27])[Cl:28])[cH:29][cH:30][cH:31]1.[O:38]1[CH2:39][CH2:40][CH2:41][CH2:42]1.[OH2:43].[cH:32]1[cH:33][cH:34][n:35][cH:36][cH:37]1>>[CH3:1][c:2]1[c:3]([NH:4][C:26]([c:25]2[cH:24][c:23]([N+:20](=[O:21])[O-:22])[cH:31][cH:30][cH:29]2)=[O:27])[c:5]([CH3:19])[cH:6][c:7]([C:9]([C:10]([F:11])([F:12])[F:13])([C:14]([F:15])([F:16])[F:17])[OH:18])[cH:8]1. The product is C(C)SC(NCCOC1=CC=C(C=C1)SC1=CC=CC=C1)=O (2-[p-(phenylthio)phenoxy]ethylthiocarbamic acid S-ethyl ester). Yield: 66.2%. Procedure details: 7 g of 2-[p-(phenylthio)phenoxy]ethylamine and 18.6 g of chlorothioformic acid S-ethyl ester are dissolved in 250 ml of acetone. 24 g of potassium carbonate are added to the solution and the mixture is heated under reflux for 6 hours. The mixture is then filtered, the residue is washed with acetone and the filtrate is evaporated in vacuo. The 13 g of residue are filtered through a 10-fold amount of silica gel with ether/cyclohexane (7:3). The first fractions yielded 10.2 g which, after recrystal... Reactants: C1(=CC=CC=C1)SC1=CC=C(OCCN)C=C1 (2-[p-(phenylthio)phenoxy]ethylamine), C(C)SC(=O)Cl (chlorothioformic acid S-ethyl ester), C([O-])([O-])=O.[K+].[K+] (potassium carbonate). RXN SMILES: [C:1]1([S:7][C:8]2[CH:17]=[CH:16][C:11]([O:12][CH2:13][CH2:14][NH2:15])=[CH:10][CH:9]=2)[CH:6]=[CH:5][CH:4]=[CH:3][CH:2]=1.[CH2:18]([S:20][C:21](Cl)=[O:22])[CH3:19].C(=O)([O-])[O-].[K+].[K+]>CC(C)=O>[CH2:18]([S:20][C:21](=[O:22])[NH:15][CH2:14][CH2:13][O:12][C:11]1[CH:16]=[CH:17][C:8]([S:7][C:1]2[CH:2]=[CH:3][CH:4]=[CH:5][CH:6]=2)=[CH:9][CH:10]=1)[CH3:19] |f:2.3.4|. Run in CC(=O)C (acetone).